Dataset: the Open Reaction Database (ORD), a public repository of structured organic reaction records. Task: describe an organic reaction: reactants, conditions, products, and yield Reactants: C(C)(=O)N[C@@H]1[C@H](CC(C(O)=O)(O)O[C@H]1[C@H](O)[C@H](O)CO)O (N-acetyl-neuraminic acid), C(C)(=O)Cl (acetyl chloride). The solvent is C(C)O (ethanol). Conditions: time 16 hour. Product: C(C)(=O)N[C@@H]1[C@H](CC(C(OCC)=O)(O)O[C@H]1[C@H](O)[C@H](O)CO)O (ethyl N-acetyl-neuraminate). Isolated yield 91.7%. Reaction SMILES: [C:1]([NH:4][C@H:5]1[C@H:14]([C@@H:15]([C@@H:17]([CH2:19][OH:20])[OH:18])[OH:16])[O:13][C:8]([OH:12])([C:9](=[O:11])[OH:10])[CH2:7][C@@H:6]1[OH:21])(=[O:3])[CH3:2].[C:22](Cl)(=O)[CH3:23]>C(O)C>[C:1]([NH:4][C@H:5]1[C@H:14]([C@@H:15]([C@@H:17]([CH2:19][OH:20])[OH:18])[OH:16])[O:13][C:8]([OH:12])([C:9](=[O:10])[O:11][CH2:22][CH3:23])[CH2:7][C@@H:6]1[OH:21])(=[O:3])[CH3:2]. Procedure details: To a suspension of N-acetyl-neuraminic acid (1 g, 3.23 mmole) in anhydrous ethanol (75 ml) was added 1.5 ml acetyl chloride. The mixture was sealed and stirred at room temperature for 16 hrs. to form a clear solution. The resulting solution was vacuum evaporated to dryness. The white solid was washed with ethyl acetate and vacuum dried to afford the title compound as a white solid (1 g, 91.7%).